Task: describe an organic reaction: reactants, conditions, products, and yield. Dataset: the Open Reaction Database (ORD), a public repository of structured organic reaction records The reactants are CN1CCN(C)C(c2ccc(Nc3nc(Br)cn(C)c3=O)cc2)C1=O, C1COCCO1, CCOC(C)=O, Cc1c(N)cccc1B1OC(C)(C)C(C)(C)O1, Cl, [Na+], [Na+], O=C([O-])[O-], O, c1ccc(P(c2ccccc2)(c2ccccc2)[Pd](P(c2ccccc2)(c2ccccc2)c2ccccc2)(P(c2ccccc2)(c2ccccc2)c2ccccc2)P(c2ccccc2)(c2ccccc2)c2ccccc2)cc1. Product: Cc1c(N)cccc1-c1cn(C)c(=O)c(Nc2ccc(C3C(=O)N(C)CCN3C)cc2)n1. Reaction SMILES: [Br:1][c:2]1[n:3][c:4]([NH:10][c:11]2[cH:12][cH:13][c:14]([CH:17]3[N:18]([CH3:25])[CH2:19][CH2:20][N:21]([CH3:24])[C:22]3=[O:23])[cH:15][cH:16]2)[c:5](=[O:9])[n:6]([CH3:8])[cH:7]1.[CH2:134]1[O:135][CH2:136][CH2:137][O:138][CH2:139]1.[CH3:128][CH2:129][O:130][C:131](=[O:132])[CH3:133].[CH3:26][c:27]1[c:28]([NH2:42])[cH:29][cH:30][cH:31][c:32]1[B:33]1[O:34][C:35]([CH3:36])([CH3:37])[C:38]([CH3:39])([CH3:40])[O:41]1.[ClH:49].[Na+:43].[Na+:44].[O-:45][C:46](=[O:47])[O-:48].[OH2:50].[cH:51]1[cH:52][cH:53][c:54]([P:55]([Pd:56]([P:57]([c:58]2[cH:59][cH:60][cH:61][cH:62][cH:63]2)([c:64]2[cH:65][cH:66][cH:67][cH:68][cH:69]2)[c:70]2[cH:71][cH:72][cH:73][cH:74][cH:75]2)([P:76]([c:77]2[cH:78][cH:79][cH:80][cH:81][cH:82]2)([c:83]2[cH:84][cH:85][cH:86][cH:87][cH:88]2)[c:89]2[cH:90][cH:91][cH:92][cH:93][cH:94]2)[P:95]([c:96]2[cH:97][cH:98][cH:99][cH:100][cH:101]2)([c:102]2[cH:103][cH:104][cH:105][cH:106][cH:107]2)[c:108]2[cH:109][cH:110][cH:111][cH:112][cH:113]2)([c:114]2[cH:115][cH:116][cH:117][cH:118][cH:119]2)[c:120]2[cH:121][cH:122][cH:123][cH:124][cH:125]2)[cH:126][cH:127]1>>[c:2]1(-[c:32]2[c:27]([CH3:26])[c:28]([NH2:42])[cH:29][cH:30][cH:31]2)[n:3][c:4]([NH:10][c:11]2[cH:12][cH:13][c:14]([CH:17]3[N:18]([CH3:25])[CH2:19][CH2:20][N:21]([CH3:24])[C:22]3=[O:23])[cH:15][cH:16]2)[c:5](=[O:9])[n:6]([CH3:8])[cH:7]1. Reactants: NS(=O)(=O)C1=CC(=C(C(=O)OC(C)(C)C)C=C1)NC(=O)OCC1=CC=CC=C1 (tert-butyl 4-aminosulfonyl-2-(benzyloxycarbonyl)aminobenzoate). The reagents and catalysts are [C].[Pd] (palladium carbon). The solvent is O1CCCC1 (tetrahydrofuran). Reaction conditions: time 1 hour. The product is NC1=C(C(=O)OC(C)(C)C)C=CC(=C1)S(=O)(=O)N (Tert-butyl 2-amino-4-aminosulfonylbenzoate). Yield: 86.6%. Reaction SMILES: [NH2:1][S:2]([C:5]1[CH:17]=[CH:16][C:8]([C:9]([O:11][C:12]([CH3:15])([CH3:14])[CH3:13])=[O:10])=[C:7]([NH:18]C(OCC2C=CC=CC=2)=O)[CH:6]=1)(=[O:4])=[O:3]>O1CCCC1.[C].[Pd]>[NH2:18][C:7]1[CH:6]=[C:5]([S:2]([NH2:1])(=[O:3])=[O:4])[CH:17]=[CH:16][C:8]=1[C:9]([O:11][C:12]([CH3:15])([CH3:13])[CH3:14])=[O:10] |f:2.3|. Reported procedure: To tert-butyl 4-aminosulfonyl-2-(benzyloxycarbonyl)aminobenzoate (5.0 g) in tetrahydrofuran solution (50 ml), 5% palladium carbon (500 mg) was added and the mixture was stirred under hydrogen atmosphere at room temperature for 1 hour. The insoluble compound was filtered out, and the filtrate was concentrated. The residue was diluted with ethyl acetate, then the insoluble compound was again filtered out. The filtrate was concentrated, and the residue was recrystallized from ethyl acetate/hexane t... The reactants are O=C1NC2=CC=C(C=C2CC1)OCC(=O)OCC (ethyl 2-((2-oxo-1,2,3,4-tetrahydroquinolin-6-yl)oxy)acetate), [Cl-].[Ca+2].[Cl-] (calcium chloride), [BH4-].[Na+] (NaBH4). The solvent is CCOC(=O)C (EtOAc), C(C)O (ethanol). Reaction conditions: temperature -10 celsius, time 5 hour. Yields the product OCCOC=1C=C2CCC(NC2=CC1)=O (6-(2-hydroxyethoxy)-3,4-dihydroquinolin-2(1H)-one). The yield is 72.1%. Reaction SMILES: [O:1]=[C:2]1[CH2:11][CH2:10][C:9]2[C:4](=[CH:5][CH:6]=[C:7]([O:12][CH2:13][C:14](OCC)=[O:15])[CH:8]=2)[NH:3]1.[Cl-].[Ca+2].[Cl-].[BH4-].[Na+]>C(O)C.CCOC(C)=O>[OH:15][CH2:14][CH2:13][O:12][C:7]1[CH:8]=[C:9]2[C:4](=[CH:5][CH:6]=1)[NH:3][C:2](=[O:1])[CH2:11][CH2:10]2 |f:1.2.3,4.5|. Procedure: To a solution of ethyl 2-((2-oxo-1,2,3,4-tetrahydroquinolin-6-yl)oxy)acetate (1.5 g, 6.02 mmol) in ethanol (25 mL), was added calcium chloride (0.334 g, 3.01 mmol). The resulting mixture was cooled to −10° C. and NaBH4 (0.455 g, 12.04 mmol) was added, then stirred at 23° C. for 5 h. The reaction mixture was diluted with EtOAc (50 ml), extracted with sat NaHCO3 solution and brine, dried over anhydrous sodium sulfate, and concentrated to afford a white solid. The crude material was purified by sil... The reactants are C(=O)(C(F)(F)F)O (TFA), CN1C=NC=C1CN1CCN(CC1)C(=O)OC(C)(C)C (tert-Butyl 4-((1-methyl-1H-imidazol-5-yl)methyl)piperazine-1-carboxylate), BrC=1C(=C(C(=NC1)N)[N+](=O)[O-])Cl (5-bromo-4-chloro-3-nitropyridin-2-amine). The solvent is C(Cl)Cl (DCM). Conditions: time 1 hour. Yields the product BrC=1C(=C(C(=NC1)N)[N+](=O)[O-])N1CCN(CC1)CC1=CN=CN1C (5-Bromo-4-(4-((1-methyl-1H-imidazol-5-yl)methyl)piperazin-1-yl)-3-nitropyridin-2-amine). The yield is 36.1%. As a reaction SMILES: [CH3:1][N:2]1[C:6]([CH2:7][N:8]2[CH2:13][CH2:12][N:11]([C:14](OC(C)(C)C)=O)[CH2:10][CH2:9]2)=[CH:5][N:4]=[CH:3]1.C(O)(C(F)(F)F)=O.[Br:28][C:29]1C(Cl)=[C:31]([N+:36]([O-:38])=[O:37])[C:32]([NH2:35])=[N:33][CH:34]=1>C(Cl)Cl>[Br:28][C:29]1[C:14]([N:11]2[CH2:10][CH2:9][N:8]([CH2:7][C:6]3[N:2]([CH3:1])[CH:3]=[N:4][CH:5]=3)[CH2:13][CH2:12]2)=[C:31]([N+:36]([O-:38])=[O:37])[C:32]([NH2:35])=[N:33][CH:34]=1. Reported procedure: tert-Butyl 4-((1-methyl-1H-imidazol-5-yl)methyl)piperazine-1-carboxylate (0.150 g, 0.54 mmol, 1.1 eq) was dissolved in DCM (1.7 mL) and the mixture cooled in a ice-water bath before the dropwise addition of TFA (1.7 mL). Stirring was continued at this temperature for 1 h and the solvents were removed in vacuo. The resulting crude material was azeotroped with toluene and dried. The resulting 1-((1-methyl-1H-imidazol-5-yl)methyl)piperazine (supposedly 0.097 g, 0.54 mmol, 1 eq) was suspended in iPr... RXN SMILES: [Br:1][c:2]1[cH:3][cH:4][cH:5][c:6]2[c:10]1[NH:9][C:8](=[O:11])[CH2:7]2.[CH2:45]1[O:46][CH2:47][CH2:48][O:49][CH2:50]1.[CH3:12][C:13]1([CH3:14])[C:15]([CH3:16])([CH3:17])[O:18][B:19]([c:20]2[cH:21][c:22]3[cH:23][cH:24][c:25]([NH:30][C:31](=[O:32])[c:33]4[cH:34][s:35][cH:36][cH:37]4)[cH:26][c:27]3[cH:28][cH:29]2)[O:38]1.[K+:39].[K+:40].[O-:41][C:42]([O-:43])=[O:44].[OH2:52].[Pd:51]>>[c:2]1(-[c:20]2[cH:21][c:22]3[cH:23][cH:24][c:25]([NH:30][C:31](=[O:32])[c:33]4[cH:34][s:35][cH:36][cH:37]4)[cH:26][c:27]3[cH:28][cH:29]2)[cH:3][cH:4][cH:5][c:6]2[c:10]1[NH:9][C:8](=[O:11])[CH2:7]2. Starting materials: O=C1Cc2cccc(Br)c2N1, C1COCCO1, CC1(C)OB(c2ccc3cc(NC(=O)c4ccsc4)ccc3c2)OC1(C)C, [K+], [K+], O=C([O-])[O-], O, [Pd]. Product: O=C1Cc2cccc(-c3ccc4cc(NC(=O)c5ccsc5)ccc4c3)c2N1. Reactants: BrCCBr (1,2 dibromoethane), BrC(C(=O)OCC)(C)C (Ethyl 2-bromo-2-methylpropanoate), C(C)C(=O)CC (Diethyl ketone), Cl[Si](C)(C)C (chlorotrimethylsilane). Reagents/catalysts: [Zn] (zinc), [Zn] (zinc). Solvent: C1CCOC1 (THF), B(OC)(OC)OC (B(OCH3)3). Conditions: time 20 hour. Yields the product CC(C(=O)OCC)(C(CC)(O)CC)C (Ethyl 2,2-dimethyl-3-ethyl-3-hydroxypentanoate). Isolated yield 47.0%. Reaction SMILES: BrCCBr.Cl[Si](C)(C)C.[CH2:10]([C:12]([CH2:14][CH3:15])=[O:13])[CH3:11].Br[C:17]([CH3:24])([CH3:23])[C:18]([O:20][CH2:21][CH3:22])=[O:19]>C1COCC1.B(OC)(OC)OC.[Zn]>[CH3:23][C:17]([CH3:24])([C:12]([CH2:14][CH3:15])([OH:13])[CH2:10][CH3:11])[C:18]([O:20][CH2:21][CH3:22])=[O:19]. Procedure: A suspension of zinc dust (39.2 g, 0.6 mol) in 150 ml of THF and 150 ml of B(OCH3)3 is activated with 1,2 dibromoethane (3.0 ml) and chlorotrimethylsilane (3.0 ml). Diethyl ketone (95.7 ml, 0.9 mol) is added to the activated zinc suspension. Ethyl 2-bromo-2-methylpropanoate (Fuka, Buchs, Schweiz) is added dropwise within 90 min to the mixture. The mixture is stirred at r.t. for 20 h. The reaction is quenched by addition of concentrated aqueous ammonia solution (150 ml) at 0° C. Glycerine (150 ml... The reagents and catalysts are [Br-].C(C)[P+](C1=CC=CC=C1)(C1=CC=CC=C1)C1=CC=CC=C1 (ethyltriphenylphosphonium bromide). Yield: 38.9%. Procedure: 4-(1,1-dioxo-thiomorpholin-4-yl)phenol (2.3 g, 10 mmol), 2-(decyl)-oxirane (1.9 g, 10 mmol) and ethyltriphenylphosphonium bromide (0.2 g) are reacted and purified as described for compound 102 to afford a light browm solid 1.6 g (38%), m.p. 84° C. RXN SMILES: [O:1]=[S:2]1(=[O:15])[CH2:7][CH2:6][N:5]([C:8]2[CH:13]=[CH:12][C:11]([OH:14])=[CH:10][CH:9]=2)[CH2:4][CH2:3]1.[CH2:16]([CH:26]1[CH2:28][O:27]1)[CH2:17][CH2:18][CH2:19][CH2:20][CH2:21][CH2:22][CH2:23][CH2:24][CH3:25]>[Br-].C([P+](C1C=CC=CC=1)(C1C=CC=CC=1)C1C=CC=CC=1)C>[O:15]=[S:2]1(=[O:1])[CH2:3][CH2:4][N:5]([C:8]2[CH:9]=[CH:10][C:11]([O:14][CH2:28][CH:26]([OH:27])[CH2:16][CH2:17][CH2:18][CH2:19][CH2:20][CH2:21][CH2:22][CH2:23][CH2:24][CH3:25])=[CH:12][CH:13]=2)[CH2:6][CH2:7]1 |f:2.3|. Starting materials: O=S1(CCN(CC1)C1=CC=C(C=C1)O)=O (4-(1,1-dioxo-thiomorpholin-4-yl)phenol), C(CCCCCCCCC)C1OC1 (2-(decyl)-oxirane). The product is O=S1(CCN(CC1)C1=CC=C(OCC(CCCCCCCCCC)O)C=C1)=O (1-[4-(1,1-dioxo-thiomorpholin-4-yl)-phenoxy]-3-(nonyl)propan-2-ol).